From a dataset of the Open Reaction Database (ORD), a public repository of structured organic reaction records. describe an organic reaction: reactants, conditions, products, and yield Starting materials: CC(C)(C)OC(=O)N1C(Cc2ccnc(Cl)c2)C(CO[Si](C)(C)C(C)(C)C)OC1(C)C, C1CCOC1, CC(C)(O)CN, CI. Yields the product Cc1cc(CC2C(CO[Si](C)(C)C(C)(C)C)OC(C)(C)N2C(=O)OC(C)(C)C)cc(Cl)n1. Reaction SMILES: [C:7]([CH3:8])([CH3:9])([CH3:10])[Si:11]([O:12][CH2:13][CH:14]1[CH:15]([CH2:28][c:29]2[cH:30][c:31]([Cl:35])[n:32][cH:33][cH:34]2)[N:16]([C:21](=[O:22])[O:23][C:24]([CH3:25])([CH3:26])[CH3:27])[C:17]([CH3:19])([CH3:20])[O:18]1)([CH3:36])[CH3:37].[CH2:40]1[O:41][CH2:42][CH2:43][CH2:44]1.[CH3:1][C:2]([CH3:3])([CH2:4][NH2:5])[OH:6].[CH3:38][I:39]>>[CH3:1][c:33]1[n:32][c:31]([Cl:35])[cH:30][c:29]([CH2:28][CH:15]2[CH:14]([CH2:13][O:12][Si:11]([C:7]([CH3:8])([CH3:9])[CH3:10])([CH3:36])[CH3:37])[O:18][C:17]([CH3:19])([CH3:20])[N:16]2[C:21](=[O:22])[O:23][C:24]([CH3:25])([CH3:26])[CH3:27])[cH:34]1. The reactants are C(C)(=O)SCCC(=O)N1CSC([C@@H]1C(=O)O)(C)C (3-[S-Acetyl-3'-mercaptopropionyl]-4(S)-carboxy-5,5-dimethylthiazolidine), N (ammonia). Run in O (water), C(C)(=O)OCC (ethyl acetate). The product is SCCC(=O)N1CSC([C@@H]1C(=O)O)(C)C (3-[3'-Mercaptopropionyl]-4(S)-carboxy-5,5-dimethylthiazolidine). The yield is 100.3%. As a reaction SMILES: C([S:4][CH2:5][CH2:6][C:7]([N:9]1[C@@H:13]([C:14]([OH:16])=[O:15])[C:12]([CH3:18])([CH3:17])[S:11][CH2:10]1)=[O:8])(=O)C.N>O.C(OCC)(=O)C>[SH:4][CH2:5][CH2:6][C:7]([N:9]1[C@@H:13]([C:14]([OH:16])=[O:15])[C:12]([CH3:18])([CH3:17])[S:11][CH2:10]1)=[O:8]. Procedure details: The S-acetyl derivative E7 (70 mg, 0.24 mmol) was dissolved in water (0.6 ml) and concentrated aqueous ammonia (0.4 ml, sp.gr. 0.88) and stirred at room temperature for 1 hour. The reaction mixture was diluted in ethyl acetate and washed with sufficient dilute hydrochloric acid to acidify the aqueous phase. The two-phase system was treated with saturated brine and the organic layer separated, washed with further brine, dried over sodium sulphate and evaporated to afford the title compound as a c... The reactants are C#C[Si](C)(C)C, CC(C#N)c1ccc(Cl)cc1I, [Cu]I, Cl[Pd]Cl, c1ccc(P(c2ccccc2)c2ccccc2)cc1, c1ccc(P(c2ccccc2)c2ccccc2)cc1. The product is CC(C#N)c1ccc(Cl)cc1C#C[Si](C)(C)C. RXN SMILES: [CH3:13][Si:14]([CH3:15])([CH3:16])[C:17]#[CH:18].[Cl:1][c:2]1[cH:3][c:4]([I:12])[c:5]([CH:8]([C:9]#[N:10])[CH3:11])[cH:6][cH:7]1.[Cu:19][I:20].[Pd:21]([Cl:22])[Cl:23].[c:24]1([P:25]([c:26]2[cH:27][cH:28][cH:29][cH:30][cH:31]2)[c:32]2[cH:33][cH:34][cH:35][cH:36][cH:37]2)[cH:38][cH:39][cH:40][cH:41][cH:42]1.[c:43]1([P:44]([c:45]2[cH:46][cH:47][cH:48][cH:49][cH:50]2)[c:51]2[cH:52][cH:53][cH:54][cH:55][cH:56]2)[cH:57][cH:58][cH:59][cH:60][cH:61]1>>[Cl:1][c:2]1[cH:3][c:4]([C:18]#[C:17][Si:14]([CH3:13])([CH3:15])[CH3:16])[c:5]([CH:8]([C:9]#[N:10])[CH3:11])[cH:6][cH:7]1. Starting materials: C(C)(C)(C)C=1N=C(C=2C(N1)=NN(N2)CC)N2CC(CC2)(F)F (5-tert-Butyl-7-(3,3-difluoro-pyrrolidin-1-yl)-2-ethyl-2H-[1,2,3]triazolo[4,5-d]pyrimidine), C(C)(C)(C)NC=1N=C(C2=C(N1)NN=N2)N2C[C@H](CC2)NC(C)=O (N—[(S)-1-(5-tert-Butylamino-3H-[1,2,3]triazolo[4,5-d]pyrimidin-7-yl)-pyrrolidin-3-yl]-acetamide), BrCC1=C(C=CC=C1)Cl (1-(bromomethyl)-2-chlorobenzene). The product is C(C)(C)(C)NC=1N=C(C=2C(N1)=NN(N2)CC2=C(C=CC=C2)Cl)N2C[C@H](CC2)NC(C)=O (N—{(S)-1-[5-tert-Butylamino-2-(2-chloro-benzyl)-2H-[1,2,3]triazolo[4,5-d]pyrimidin-7-yl]-pyrrolidin-3-yl}-acetamide). Reaction SMILES: C(C1N=C(N2CCC(F)(F)C2)C2C(=NN(CC)N=2)N=1)(C)(C)C.[C:23]([NH:27][C:28]1[N:29]=[C:30]([N:37]2[CH2:41][CH2:40][C@H:39]([NH:42][C:43](=[O:45])[CH3:44])[CH2:38]2)[C:31]2[N:36]=[N:35][NH:34][C:32]=2[N:33]=1)([CH3:26])([CH3:25])[CH3:24].Br[CH2:47][C:48]1[CH:53]=[CH:52][CH:51]=[CH:50][C:49]=1[Cl:54]>>[C:23]([NH:27][C:28]1[N:29]=[C:30]([N:37]2[CH2:41][CH2:40][C@H:39]([NH:42][C:43](=[O:45])[CH3:44])[CH2:38]2)[C:31]2[C:32](=[N:34][N:35]([CH2:47][C:48]3[CH:53]=[CH:52][CH:51]=[CH:50][C:49]=3[Cl:54])[N:36]=2)[N:33]=1)([CH3:26])([CH3:24])[CH3:25]. Reported procedure: In analogy to the procedure described for the synthesis of 5-tert-butyl-7-(3,3-difluoro-pyrrolidin-1-yl)-2-ethyl-2H-[1,2,3]triazolo[4,5-d]pyrimidine (example 3, step b), the title compound was prepared from N—[(S)-1-(5-tert-Butylamino-3H-[1,2,3]triazolo[4,5-d]pyrimidin-7-yl)-pyrrolidin-3-yl]-acetamide and 1-(bromomethyl)-2-chlorobenzene. MS (m/e): 443.4 (MH+).